describe an organic reaction: reactants, conditions, products, and yield From a dataset of the Open Reaction Database (ORD), a public repository of structured organic reaction records. Reactants: N1(C=NC=2C=NC=3C=CC=NC3C21)O (1H-imidazo[4,5-c][1,5]naphthyridin-1-ol), Formula XXIII, N1(C=NC=2C=NC=3C=CC=CC3C21)O (1H-imidazo[4,5-c]quinolin-1-ol), halogen. Yields the product N1C=NC=2C=NC=3C=CC=CC3C21 (1H-imidazo[4,5-c]quinoline), N1C=NC=2C=NC=3C=CC=NC3C21 (1H-imidazo[4,5-c][1,5]naphthyridine), Formula XXIV. As a reaction SMILES: [N:1]1(O)[C:13]2[C:12]3[CH:11]=[CH:10][CH:9]=[CH:8][C:7]=3[N:6]=[CH:5][C:4]=2[N:3]=[CH:2]1.[N:15]1(O)[C:27]2[C:26]3[N:25]=[CH:24][CH:23]=[CH:22][C:21]=3[N:20]=[CH:19][C:18]=2[N:17]=[CH:16]1>>[NH:1]1[C:13]2[C:12]3[CH:11]=[CH:10][CH:9]=[CH:8][C:7]=3[N:6]=[CH:5][C:4]=2[N:3]=[CH:2]1.[NH:15]1[C:27]2[C:26]3[N:25]=[CH:24][CH:23]=[CH:22][C:21]=3[N:20]=[CH:19][C:18]=2[N:17]=[CH:16]1. Procedure: In step (4) of Reaction Scheme I, a 1H-imidazo[4,5-c]quinolin-1-ol or 1H-imidazo[4,5-c][1,5]naphthyridin-1-ol of Formula XXIII is cyclized by an intramolecular displacement of the halogen under basic conditions to provide 1H-imidazo[4,5-c]quinoline or 1H-imidazo[4,5-c][1,5]naphthyridine of Formula XXIV. The reaction can be carried out by adding a base such as potassium tert-butoxide or sodium hydride to a solution of a compound of Formula XXXIII in a suitable solvent such as tetrahydrofuran or N... Isolated yield 94.7%. Run at time 16 hour. Run in C(C)(=O)OCC (ethyl acetate). As a reaction SMILES: [CH3:1][C:2]1([CH3:20])[CH2:7][CH:6]([CH:8]=[CH:9][CH2:10][CH2:11][O:12]CC2C=CC=CC=2)[CH2:5][CH2:4][O:3]1>[Pd].C(OCC)(=O)C>[CH3:1][C:2]1([CH3:20])[CH2:7][CH:6]([CH2:8][CH2:9][CH2:10][CH2:11][OH:12])[CH2:5][CH2:4][O:3]1. Procedure details: A solution of 2,2-dimethyl-4-{4-[(phenylmethyl)oxy]-1-buten-1-yl}tetrahydro-2H-pyran (7.46 g, 27.2 mmol) I ethyl acetate (70 ml) was hydrogenated over 10% palladium on activated carbon (1.447 g, 1.359 mmol) at atmospheric pressure and room temperature. After 16 hours, the mixture was filtered under vacuum through Celite, washed through with EtOAc (2×50 ml) and the filtrate was evaporated to dryness to give a yellowish mobile oil (4.8 g). The residue was purified by chromatography on silica (70 g... Product: CC1(OCCC(C1)CCCCO)C (4-(2,2-Dimethyltetrahydro-2H-pyran-4-yl)-1-butanol). Reactants: CC1(OCCC(C1)C=CCCOCC1=CC=CC=C1)C (2,2-dimethyl-4-{4-[(phenylmethyl)oxy]-1-buten-1-yl}tetrahydro-2H-pyran). Reagents/catalysts: [Pd] (palladium on activated carbon). The reactants are C(C)(C)(C)C=1C=C(C=C(C1)OC1=CC=CC=C1)C=1C(=NC=CC1)OC (3-(3-tert-butyl-5-phenoxy-phenyl)-2-methoxy-pyridine), Br (HBr), C(=O)(O)[O-].[Na+] (NaHCO3). Run in CC(=O)O (HOAc). Yields the product C(C)(C)(C)C=1C=C(C=C(C1)OC1=CC=CC=C1)C=1C(NC=CC1)=O (3-(3-tert-Butyl-5-phenoxy-phenyl)-1H-pyridin-2-one). As a reaction SMILES: [C:1]([C:5]1[CH:6]=[C:7]([C:18]2[C:19]([O:24]C)=[N:20][CH:21]=[CH:22][CH:23]=2)[CH:8]=[C:9]([O:11][C:12]2[CH:17]=[CH:16][CH:15]=[CH:14][CH:13]=2)[CH:10]=1)([CH3:4])([CH3:3])[CH3:2].Br.C([O-])(O)=O.[Na+]>CC(O)=O>[C:1]([C:5]1[CH:6]=[C:7]([C:18]2[C:19](=[O:24])[NH:20][CH:21]=[CH:22][CH:23]=2)[CH:8]=[C:9]([O:11][C:12]2[CH:17]=[CH:16][CH:15]=[CH:14][CH:13]=2)[CH:10]=1)([CH3:4])([CH3:2])[CH3:3] |f:2.3|. Procedure: step 2—A solution of 124 (52 mg, 0.157 mmol), 48% HBr (50 □L, 0.436 mmol) and HOAc (3 mL) in sealed tube was heated at 70° C. overnight. The reaction mixture was cooled to RT, carefully poured into a cold saturated aqueous NaHCO3 and then extracted with EtOAc. The organic layer was washed with brine, dried (Na2SO4), filtered and concentrated. The crude residue was purified on a preparative SiO2 TLC plate developed with 66% EtOAc/hexanes to afford 48 mg (96%) of I-45 as a foam.